Dataset: the Open Reaction Database (ORD), a public repository of structured organic reaction records. Task: describe an organic reaction: reactants, conditions, products, and yield Starting materials: NC1=NC=C(C2=C1C=C(S2)C2=CC=1CCC(CC1C=C2)=O)C(=O)N (4-Amino-2-(6-oxo-5,6,7,8-tetrahydro-naphthalen-2-yl)-thieno[3,2-c]pyridine-7-carboxylic acid amide), [BH4-].[Na+] (sodium borohydride). Solvent: C(C)O (ethanol). Run at time 1.25 hour. Yields the product NC1=NC=C(C2=C1C=C(S2)C2=CC=1CCC(CC1C=C2)O)C(=O)N (4-Amino-2-(6-hydroxy-5,6,7,8-tetrahydro-naphthalen-2-yl)-thieno[3,2-c]pyridine-7-carboxylic acid amide). RXN SMILES: [NH2:1][C:2]1[C:7]2[CH:8]=[C:9]([C:11]3[CH:20]=[CH:19][C:18]4[CH2:17][C:16](=[O:21])[CH2:15][CH2:14][C:13]=4[CH:12]=3)[S:10][C:6]=2[C:5]([C:22]([NH2:24])=[O:23])=[CH:4][N:3]=1.[BH4-].[Na+]>C(O)C>[NH2:1][C:2]1[C:7]2[CH:8]=[C:9]([C:11]3[CH:20]=[CH:19][C:18]4[CH2:17][CH:16]([OH:21])[CH2:15][CH2:14][C:13]=4[CH:12]=3)[S:10][C:6]=2[C:5]([C:22]([NH2:24])=[O:23])=[CH:4][N:3]=1 |f:1.2|. Procedure: To a suspension of 4-amino-2-(6-oxo-5,6,7,8-tetrahydro-naphthalen-2-yl)-thieno[3,2-c]pyridine-7-carboxylic acid amide 89 (24.5 mg, 0.07 mmol) in absolute ethanol (4 mL) was added sodium borohydride (11.5 mg, 0.30 mmol). After 1.25 h at room temperature, the reaction mixture was concentrated, partially dissolved in a mixture of DMSO and MeOH, and filtered. The filtrate was purified by reverse phase preparative HPLC to give 90. 1H NMR (400 MHz, d6-DMSO) δ: 1.63–1.74 (m, 1H), 1.87–1.96 (m, 1H), 2.5... Starting materials: C(C)(=O)OC(C)=O (acetic anhydride), C1(OCCC2=C1SC1=C2C=CC=C1)CN (3,4-Dihydro-1H-[1]benzothieno[2,3-c]pyran-1-methylamine). Run in C(=O)O (formic acid). Reaction conditions: temperature 60 celsius, time 8 hour. Yields the product C(=O)NCC1OCCC2=C1SC1=C2C=CC=C1 (3,4-dihydro-N-formyl-1H-[1]benzothieno[2,3-c]pyran-1-methylamine). RXN SMILES: [C:1](OC(=O)C)(=[O:3])C.[CH:8]1([CH2:21][NH2:22])[C:13]2[S:14][C:15]3[CH:20]=[CH:19][CH:18]=[CH:17][C:16]=3[C:12]=2[CH2:11][CH2:10][O:9]1>C(O)=O>[CH:1]([NH:22][CH2:21][CH:8]1[C:13]2[S:14][C:15]3[CH:20]=[CH:19][CH:18]=[CH:17][C:16]=3[C:12]=2[CH2:11][CH2:10][O:9]1)=[O:3]. Reported procedure: A mixture of formic acid (4.7 ml) and acetic anhydride (11.3 ml) is heated at 60° C. for 2 hr. 3,4-Dihydro-1H-[1]benzothieno[2,3-c]pyran-1-methylamine (1.0 g), described in Example 34, is added at room temperature and the mixture is allowed to stand overnight. The mixture is poured on ice and extracted with chloroform. The extract is washed (brine), dried (MgSO4) and evaporated to give 3,4-dihydro-N-formyl-1H-[1]benzothieno[2,3-c]pyran-1-methylamine, nmr (CDCl3) δ 3.16 and 4.95. Starting materials: CCO, [H][H], Cc1ccc(S(=O)(=O)OC2CN(C(=O)OC(C)(C)C)C3C(O)COC23)cc1. Product: Cc1ccc(S(=O)(=O)OC2CNC3C(O)COC23)cc1. RXN SMILES: [CH3:30][CH2:31][OH:32].[H:28][H:29].[OH:1][CH:2]1[CH2:3][O:4][CH:5]2[CH:6]1[N:7]([C:21]([O:22][C:23]([CH3:24])([CH3:25])[CH3:26])=[O:27])[CH2:8][CH:9]2[O:10][S:11](=[O:12])(=[O:13])[c:14]1[cH:15][cH:16][c:17]([CH3:18])[cH:19][cH:20]1>>[OH:1][CH:2]1[CH2:3][O:4][CH:5]2[CH:6]1[NH:7][CH2:8][CH:9]2[O:10][S:11](=[O:12])(=[O:13])[c:14]1[cH:15][cH:16][c:17]([CH3:18])[cH:19][cH:20]1. Reactants: OO (hydrogen peroxide), 110, FC1=CC=C(C=C1)SCCC(=O)NO (3-(p-fluorophenylthio)-propiohydroxamic acid). Run in C(C)(=O)O (acetic acid). Conditions: time 3 hour. Product: FC1=CC=C(C=C1)S(=O)CCC(=O)NO (3-(p-Fluorophenylsulphinyl)-propiohydroxamic acid). As a reaction SMILES: [F:1][C:2]1[CH:7]=[CH:6][C:5]([S:8][CH2:9][CH2:10][C:11]([NH:13][OH:14])=[O:12])=[CH:4][CH:3]=1.[OH:15]O>C(O)(=O)C>[F:1][C:2]1[CH:3]=[CH:4][C:5]([S:8]([CH2:9][CH2:10][C:11]([NH:13][OH:14])=[O:12])=[O:15])=[CH:6][CH:7]=1. Procedure details: 9.85 g (0.046 mol) of 3-(p-fluorophenylthio)-propiohydroxamic acid dissolved in 46 ml of acetic acid are oxidised by adding 4.6 ml of hydrogen peroxide of 110 volumes strength. The reactants are left in contact for 3 hours, the mixture is evaporated to dryness in vacuo, the residue is taken up in ethyl acetate and the product is filtered off and recrystallised from ethanol. Reactants: ClCCl, COc1cc(-c2cc(CN3CCOCC3)n3ncnc(N)c23)ccc1NC(=O)OC(C)(C)C, O=C(O)C(F)(F)F. Yields the product COc1cc(-c2cc(CN3CCOCC3)n3ncnc(N)c23)ccc1N. RXN SMILES: [Cl:41][CH2:42][Cl:43].[NH2:1][c:2]1[n:3][cH:4][n:5][n:6]2[c:7]1[c:8](-[c:18]1[cH:19][c:20]([O:32][CH3:33])[c:21]([NH:24][C:25](=[O:26])[O:27][C:28]([CH3:29])([CH3:30])[CH3:31])[cH:22][cH:23]1)[cH:9][c:10]2[CH2:11][N:12]1[CH2:13][CH2:14][O:15][CH2:16][CH2:17]1.[OH:34][C:35]([C:36]([F:37])([F:38])[F:39])=[O:40]>>[NH2:1][c:2]1[n:3][cH:4][n:5][n:6]2[c:7]1[c:8](-[c:18]1[cH:19][c:20]([O:32][CH3:33])[c:21]([NH2:24])[cH:22][cH:23]1)[cH:9][c:10]2[CH2:11][N:12]1[CH2:13][CH2:14][O:15][CH2:16][CH2:17]1. Reactants: C(CCC)C=1N(C(=CN1)/C=C(/C(=O)OC)\CC1=CC=NC=C1)CC1=C(C=CC=C1)Cl (methyl (E)-3-[2-n-butyl-1-{(2-chlorophenyl)methyl}-1H-imidazol-5-yl]-2-(4-pyridyl)methyl-2-propenoate), [OH-].[Na+] (sodium hydroxide). Run in C(C)O (ethanol). Run at temperature 25 celsius, time 18 hour. Yields the product C(CCC)C=1N(C(=CN1)/C=C(/C(=O)O)\CC1=CC=NC=C1)CC1=C(C=CC=C1)Cl ((E)-3-[2-n-butyl-1-{(2-chlorophenyl)methyl}-1H-imidazol-5-yl]-2-(4-pyridyl)methyl-2-propenoic acid). The yield is 16.0%. RXN SMILES: [CH2:1]([C:5]1[N:6]([CH2:23][C:24]2[CH:29]=[CH:28][CH:27]=[CH:26][C:25]=2[Cl:30])[C:7](/[CH:10]=[C:11](\[CH2:16][C:17]2[CH:22]=[CH:21][N:20]=[CH:19][CH:18]=2)/[C:12]([O:14]C)=[O:13])=[CH:8][N:9]=1)[CH2:2][CH2:3][CH3:4].[OH-].[Na+]>C(O)C>[CH2:1]([C:5]1[N:6]([CH2:23][C:24]2[CH:29]=[CH:28][CH:27]=[CH:26][C:25]=2[Cl:30])[C:7](/[CH:10]=[C:11](\[CH2:16][C:17]2[CH:18]=[CH:19][N:20]=[CH:21][CH:22]=2)/[C:12]([OH:14])=[O:13])=[CH:8][N:9]=1)[CH2:2][CH2:3][CH3:4] |f:1.2|. Procedure: A solution of methyl (E)-3-[2-n-butyl-1-{(2-chlorophenyl)methyl}-1H-imidazol-5-yl]-2-(4-pyridyl)methyl-2-propenoate (3.1 g, 7.3 mmol) in ethanol (16 mL) was treated with 10% sodium hydroxide solution and the mixture was stirred for 18 hours at 25° C. The solution was concentrated in vacuum, water was added, the pH was adjusted to 6.5 and the resulting solid was filtered, washed with water and crystallized from methanol/ether to afford 0.48 g of (E)-3-[2-n-butyl-1-{(2-chlorophenyl)methyl}-1H-imid... The reactants are CI (methyl iodide), [H-].[Na+] (Sodium hydride), FC1=CC=C(C=C1)C(CO)N1C(/C(/CCC1)=C/C1=CC(=C(C=C1)N1C=NC(=C1)C)OC)=O ((E)-1-(1-(4-fluorophenyl)-2-hydroxyethyl)-3-(3-methoxy-4-(4-methyl-1H-imidazol-1-yl)benzylidene)piperidin-2-one), O.C([O-])(O)=O.[Na+] (sodium bicarbonate water), Example 629. The solvent is C(C)(=O)OCC (ethyl acetate), C1CCOC1 (THF). Run at time 50 minute. The product is FC1=CC=C(C=C1)[C@H](COC)N1C(/C(/CCC1)=C/C1=CC(=C(C=C1)N1C=NC(=C1)C)OC)=O ((E)-1-[(1R)-1-(4-fluorophenyl)-2-methoxyethyl]-3-[3-methoxy-4-(4-methyl-1H-imidazol-1-yl)benzylidene]piperidin-2-one). RXN SMILES: [H-].[Na+].[F:3][C:4]1[CH:9]=[CH:8][C:7]([CH:10]([N:13]2[CH2:18][CH2:17][CH2:16]/[C:15](=[CH:19]\[C:20]3[CH:25]=[CH:24][C:23]([N:26]4[CH:30]=[C:29]([CH3:31])[N:28]=[CH:27]4)=[C:22]([O:32][CH3:33])[CH:21]=3)/[C:14]2=[O:34])[CH2:11][OH:12])=[CH:6][CH:5]=1.CI.O.[C:38](=O)(O)[O-].[Na+]>C1COCC1.C(OCC)(=O)C>[F:3][C:4]1[CH:9]=[CH:8][C:7]([C@@H:10]([N:13]2[CH2:18][CH2:17][CH2:16]/[C:15](=[CH:19]\[C:20]3[CH:25]=[CH:24][C:23]([N:26]4[CH:30]=[C:29]([CH3:31])[N:28]=[CH:27]4)=[C:22]([O:32][CH3:33])[CH:21]=3)/[C:14]2=[O:34])[CH2:11][O:12][CH3:38])=[CH:6][CH:5]=1 |f:0.1,4.5.6|. Procedure details: Sodium hydride (containing mineral oil at 40%, 24 mg) was added to a solution of (E)-1-(1-(4-fluorophenyl)-2-hydroxyethyl)-3-(3-methoxy-4-(4-methyl-1H-imidazol-1-yl)benzylidene)piperidin-2-one synthesized by the method described in Example 629 (216 mg) in THF (5 mL), and the reaction solution was stirred at room temperature for 50 minutes. Then, methyl iodide (85 mg) was added to the reaction solution, and the reaction solution was stirred at room temperature for 14 hours. Saturated sodium bicar...